This data is from the Open Reaction Database (ORD), a public repository of structured organic reaction records. The task is: describe an organic reaction: reactants, conditions, products, and yield The reactants are solution, Cl (hydrogen chloride), FC=1C=C(CN2CCSCC(C2=O)NC(OC(C)(C)C)=O)C=C(C1)F (tert-butyl [4-(3,5-difluoro-benzyl)-5-oxoperhydro-1,4-thiazepin-6-yl]carbamate). Solvent: O1CCOCC1 (dioxane). Run at time 2 hour. Product: Cl.NC1C(N(CCSC1)CC1=CC(=CC(=C1)F)F)=O (6-amino-4-(3,5-difluorobenzyl)-perhydro-1,4-thiazepin-5-one hydrochloride). RXN SMILES: [F:1][C:2]1[CH:3]=[C:4]([CH:22]=[C:23]([F:25])[CH:24]=1)[CH2:5][N:6]1[C:12](=[O:13])[CH:11]([NH:14]C(=O)OC(C)(C)C)[CH2:10][S:9][CH2:8][CH2:7]1.[ClH:26]>O1CCOCC1>[ClH:26].[NH2:14][CH:11]1[CH2:10][S:9][CH2:8][CH2:7][N:6]([CH2:5][C:4]2[CH:3]=[C:2]([F:1])[CH:24]=[C:23]([F:25])[CH:22]=2)[C:12]1=[O:13] |f:3.4|. Procedure details: 230 mg of 33 (1.235 mmol) are taken up in a 25 ml round-bottomed flask and 5 ml of a solution of hydrogen chloride in dioxane (4M) are added. The medium is stirred for 2 hours at room temperature under argon. After evaporating off the solvent, 230 mg of amine 34 are obtained in hydrochloride form, which product is used directly in the following step. Starting materials: NCCCNC=1N=C(C2=C(N1)C=CNC2=O)NC2=CC(=CC=C2)C (2-[(3-aminopropyl)amino]-4-[(3-methylphenyl)amino]pyrido[4,3-d]pyrimidin-5(6H)-one), NCCCNC(=O)[C@H]1NC(SC1)=O ((4R)—N-(3-aminopropyl)-2-oxo-1,3-thiazolidine-4-carboxamide). The product is CC=1C=C(C=CC1)NC=1C2=C(N=C(N1)NCCCNC(=O)[C@H]1NC(SC1)=O)C=CNC2=O ((4R)—N-[3-({4-[(3-methylphenyl)amino]-5-oxo-5,6-dihydropyrido[4,3-d]pyrimidin-2-yl}amino)propyl]-2-oxo-1,3-thiazolidine-4-carboxamide). Reaction SMILES: [NH2:1][CH2:2][CH2:3][CH2:4][NH:5][C:6]1[N:7]=[C:8]([NH:17][C:18]2[CH:23]=[CH:22][CH:21]=[C:20]([CH3:24])[CH:19]=2)[C:9]2[C:15](=[O:16])[NH:14][CH:13]=[CH:12][C:10]=2[N:11]=1.NCCCN[C:30]([C@@H:32]1[CH2:36][S:35][C:34](=[O:37])[NH:33]1)=[O:31]>>[CH3:24][C:20]1[CH:19]=[C:18]([NH:17][C:8]2[C:9]3[C:15](=[O:16])[NH:14][CH:13]=[CH:12][C:10]=3[N:11]=[C:6]([NH:5][CH2:4][CH2:3][CH2:2][NH:1][C:30]([C@@H:32]3[CH2:36][S:35][C:34](=[O:37])[NH:33]3)=[O:31])[N:7]=2)[CH:23]=[CH:22][CH:21]=1. Procedure: The compound was prepared from 2-[(3-aminopropyl)amino]-4-[(3-methylphenyl)amino]pyrido[4,3-d]pyrimidin-5(6H)-one and (4R)—N-(3-aminopropyl)-2-oxo-1,3-thiazolidine-4-carboxamide using the procedure similar to that described for Example